Dataset: the Open Reaction Database (ORD), a public repository of structured organic reaction records. Task: describe an organic reaction: reactants, conditions, products, and yield The reactants are CC(=O)O, O=N[O-], Cn1c(N)cc(=O)n(C)c1=O, [Na+]. Product: Cn1c(N)c(N=O)c(=O)n(C)c1=O. As a reaction SMILES: [CH3:16][C:17](=[O:18])[OH:19].[N:12](=[O:13])[O-:14].[NH2:1][c:2]1[cH:3][c:4](=[O:11])[n:5]([CH3:10])[c:6](=[O:9])[n:7]1[CH3:8].[Na+:15]>>[NH2:1][c:2]1[c:3]([N:12]=[O:13])[c:4](=[O:11])[n:5]([CH3:10])[c:6](=[O:9])[n:7]1[CH3:8].